The task is: describe an organic reaction: reactants, conditions, products, and yield. This data is from the Open Reaction Database (ORD), a public repository of structured organic reaction records. Product: COc1cccc2c1CCC1=C2CC(=O)N1. As a reaction SMILES: [CH2:14]1[CH2:15][NH:16][CH2:17][CH2:18]1.[CH3:1][O:2][c:3]1[c:4]2[c:9]([cH:10][cH:11][cH:12]1)[CH2:8][C:7](=[O:13])[CH2:6][CH2:5]2.[CH3:36][c:37]1[cH:38][cH:39][cH:40][cH:41][cH:42]1.[I:31][CH2:32][C:33](=[O:34])[NH2:35].[O:43]1[CH2:44][CH2:45][CH2:46][CH2:47]1.[OH2:19].[c:20]1([CH3:21])[cH:22][cH:23][c:24]([S:25]([OH:26])(=[O:27])=[O:28])[cH:29][cH:30]1>>[CH3:1][O:2][c:3]1[c:4]2[c:9]([cH:10][cH:11][cH:12]1)[C:8]1=[C:7]([CH2:6][CH2:5]2)[NH:35][C:33](=[O:34])[CH2:32]1. Starting materials: C1CCNC1, COc1cccc2c1CCC(=O)C2, Cc1ccccc1, NC(=O)CI, C1CCOC1, O, Cc1ccc(S(=O)(=O)O)cc1.